From a dataset of the Open Reaction Database (ORD), a public repository of structured organic reaction records. describe an organic reaction: reactants, conditions, products, and yield Reactants: O (water), N1=CC=C(C=C1)SCCCCN1C(NC2=CC=CC=C2C1=O)=S (3-[4-(4-pyridylthio)butyl]quinazoline-2(1H)-thion-4(3H)-one), ClCCCCSC1=CC=NC=C1 (4-(4-chlorobutylthio)pyridine), 1,8-diazabicyclo-[5.4.0]-7-undecene. Run in CN(C=O)C (dimethylformamide). Run at temperature 80 celsius, time 16 hour. The product is N1=CC=C(C=C1)SCCCCN1C(N(C(C2=CC=CC=C12)=O)CCCCSC1=CC=NC=C1)=S (1,3-bis[4-(4-pyridylthio)butyl]quinazoline-2(1H)-thion-4(3H)-one). Isolated yield 0.1%. RXN SMILES: [N:1]1[CH:6]=[CH:5][C:4]([S:7][CH2:8][CH2:9][CH2:10][CH2:11][N:12]2[C:21](=[O:22])[C:20]3[C:15](=[CH:16][CH:17]=[CH:18][CH:19]=3)[NH:14][C:13]2=[S:23])=[CH:3][CH:2]=1.Cl[CH2:25][CH2:26][CH2:27][CH2:28][S:29][C:30]1[CH:35]=[CH:34][N:33]=[CH:32][CH:31]=1.O>CN(C)C=O>[N:33]1[CH:34]=[CH:35][C:30]([S:29][CH2:28][CH2:27][CH2:26][CH2:25][N:14]2[C:15]3[C:20](=[CH:19][CH:18]=[CH:17][CH:16]=3)[C:21](=[O:22])[N:12]([CH2:11][CH2:10][CH2:9][CH2:8][S:7][C:4]3[CH:5]=[CH:6][N:1]=[CH:2][CH:3]=3)[C:13]2=[S:23])=[CH:31][CH:32]=1. Procedure details: To a solution of 515 mg (1.5 mmol) of 3-[4-(4-pyridylthio)butyl]quinazoline-2(1H)-thion-4(3H)-one and 332 mg (1.65 mmol) of 4-(4-chlorobutylthio)pyridine in 15 ml of dimethylformamide, 0.25 ml (1.65 mmol) of 1,8-diazabicyclo-[5.4.0]-7-undecene was added, and the mixture was stirred at 80° C. for 16 hours. After cooling, water was added to the reaction mixture, and the mixture was extracted with ethyl acetate. The extract was dried and the solvent was distilled off. The residue was purified by fl... Reactants: example 5 ( 1 ), NCC(C(=O)OC)C1(OCCO1)C (methyl 3-amino-2-(2-methyl-[1,3]dioxolan-2-yl)propionate), FC=1C=C2C(C(=O)OC2=O)=CC1 (4-fluorophthalic anhydride). Yields the product FC=1C=C2C(N(C(C2=CC1)=O)CC(C(=O)OC)C1(OCCO1)C)=O (Methyl 3-(5-fluoro-1,3-dioxo-1,3-dihydro-isoindol-2-yl)-2-(2-methyl-[1,3]dioxolan-2-yl)propionate). As a reaction SMILES: [NH2:1][CH2:2][CH:3]([C:8]1([CH3:13])[O:12][CH2:11][CH2:10][O:9]1)[C:4]([O:6][CH3:7])=[O:5].[F:14][C:15]1[CH:16]=[C:17]2[C:22](=O)[O:21][C:19](=[O:20])[C:18]2=[CH:24][CH:25]=1>>[F:14][C:15]1[CH:16]=[C:17]2[C:18](=[CH:24][CH:25]=1)[C:19](=[O:20])[N:1]([CH2:2][CH:3]([C:8]1([CH3:13])[O:9][CH2:10][CH2:11][O:12]1)[C:4]([O:6][CH3:7])=[O:5])[C:22]2=[O:21]. Reported procedure: Methyl 3-(5-fluoro-1,3-dioxo-1,3-dihydro-isoindol-2-yl)-2-(2-methyl-[1,3]dioxolan-2-yl)propionate was prepared (0.66 g, 47%) in the same manner as described in the above example 5 (1) from methyl 3-amino-2-(2-methyl-[1,3]dioxolan-2-yl)propionate (0.80 g, 5.07 mmol) and 4-fluorophthalic anhydride (0.80 g, 5.07 mmol), and the obtained product was identified with the following NMR data. Reaction SMILES: [CH3:27][CH2:28][OH:29].[CH:12](=[O:13])[c:14]1[cH:15][cH:16][c:17]([CH:18]=[CH:19][C:20](=[O:21])[OH:22])[cH:23][cH:24]1.[K+:26].[OH-:25].[OH:1][CH2:2][c:3]1[cH:4][cH:5][c:6]([C:9]([CH3:10])=[O:11])[cH:7][cH:8]1>>[OH:1][CH2:2][c:3]1[cH:4][cH:5][c:6]([C:9]([CH:10]=[CH:12][c:14]2[cH:15][cH:16][c:17]([CH:18]=[CH:19][C:20](=[O:21])[OH:22])[cH:23][cH:24]2)=[O:11])[cH:7][cH:8]1. The reactants are CCO, O=Cc1ccc(C=CC(=O)O)cc1, [K+], [OH-], CC(=O)c1ccc(CO)cc1. Product: O=C(O)C=Cc1ccc(C=CC(=O)c2ccc(CO)cc2)cc1. Starting materials: C(CCC=CCCCCCCCCC)NC1=CC=C(C(=O)O)C=C1 (4-(4-tetradecenylamino)benzoic acid), O1CCCC=C1 (dihydropyran), C1(=CC=C(C=C1)S(=O)(=O)O)C (p-toluenesulfonic acid). The solvent is C1(=CC=CC=C1)C (toluene). The product is C(CCC=CCCCCCCCCC)NC1=CC=C(C(=O)OC2OCCCC2)C=C1 (tetrahydropyranyl 4-(4-tetradecenylamino)benzoate). RXN SMILES: [CH2:1]([NH:15][C:16]1[CH:24]=[CH:23][C:19]([C:20]([OH:22])=[O:21])=[CH:18][CH:17]=1)[CH2:2][CH2:3][CH:4]=[CH:5][CH2:6][CH2:7][CH2:8][CH2:9][CH2:10][CH2:11][CH2:12][CH2:13][CH3:14].[O:25]1[CH:30]=[CH:29][CH2:28][CH2:27][CH2:26]1.C1(C)C=CC(S(O)(=O)=O)=CC=1>C1(C)C=CC=CC=1>[CH2:1]([NH:15][C:16]1[CH:17]=[CH:18][C:19]([C:20]([O:22][CH:26]2[CH2:27][CH2:28][CH2:29][CH2:30][O:25]2)=[O:21])=[CH:23][CH:24]=1)[CH2:2][CH2:3][CH:4]=[CH:5][CH2:6][CH2:7][CH2:8][CH2:9][CH2:10][CH2:11][CH2:12][CH2:13][CH3:14]. Reported procedure: A mixture of 7 g. 4-(4-tetradecenylamino)benzoic acid, 2 g. dihydropyran and 100 mg. of anhydrous p-toluenesulfonic acid in 50 ml. toluene is stirred at room temperature for 20 hours. The solution is washed with saturated sodium bicarbonate, dried, and evaporated. The residue is collected and crystallized from methylcyclohexane to yield the product as white crystals. Reaction SMILES: [CH3:1][O:2][C:3]([CH:4]=[CH:5][CH:6]=[CH:7][CH2:8][S:9][c:10]1[cH:11][cH:12][cH:13][cH:14][cH:15]1)=[O:16].[CH3:23][OH:24].[CH3:26][CH2:27][O:28][C:29](=[O:30])[CH3:31].[I+3:17]([O-:18])([O-:19])([O-:20])[O-:21].[Na+:22].[OH2:25]>>[CH3:1][O:2][C:3]([CH:4]=[CH:5][CH:6]=[CH:7][CH2:8][S:9]([c:10]1[cH:11][cH:12][cH:13][cH:14][cH:15]1)=[O:18])=[O:16]. Starting materials: COC(=O)C=CC=CCSc1ccccc1, CO, CCOC(C)=O, [O-][I+3]([O-])([O-])[O-], [Na+], O. Product: COC(=O)C=CC=CCS(=O)c1ccccc1. Reactants: C(C)(C)(C)OC(=O)N1CCNC2(CC2)C1 (4,7-diaza-spiro[2.5]octane-7-carboxylic acid tert-butyl ester), C(C)(C)(C)OC(=O)N1CCNC2(CC2)C1 (4,7-diaza-spiro[2.5]octane-7-carboxylic acid tert-butyl ester), IC1=CC=CC=C1 (iodobenzene), CsOH. The solvent is CS(=O)C (DMSO). Reaction conditions: temperature 120 celsius. The product is C(C)(C)(C)OC(=O)N1CCN(C2(CC2)C1)C1=CC=CC=C1 (4-Phenyl-4,7-diaza-spiro[2.5]octane-7-carboxylic acid tert-butyl ester). RXN SMILES: [C:1]([O:5][C:6]([N:8]1[CH2:15][C:12]2([CH2:14][CH2:13]2)[NH:11][CH2:10][CH2:9]1)=[O:7])([CH3:4])([CH3:3])[CH3:2].I[C:17]1[CH:22]=[CH:21][CH:20]=[CH:19][CH:18]=1>CS(C)=O>[C:1]([O:5][C:6]([N:8]1[CH2:15][C:12]2([CH2:13][CH2:14]2)[N:11]([C:17]2[CH:22]=[CH:21][CH:20]=[CH:19][CH:18]=2)[CH2:10][CH2:9]1)=[O:7])([CH3:4])([CH3:2])[CH3:3]. Reported procedure: A stirred solution of 4,7-diaza-spiro[2.5]octane-7-carboxylic acid tert-butyl ester (0.1 g, 0.471 mmol) [C.A.S. 886766-28-5], iodobenzene (0.026 ml, 0.236) and CsOH (0.079 g, 0.471 mmol) in DMSO (1 ml) was heated in a sealed tube at 120° C. for 20 min. After cooling, additional 4,7-diaza-spiro[2.5]octane-7-carboxylic acid tert-butyl ester (2 eq.) was added, and the mixture was then heated at 120° C. for 20 min. The mixture was cooled. The mixture was washed with NH4Cl (aqueous sat. solution) was... Reactants: C(C)(C)C1=NN2C(C=CC=C2)=C1C(C(C)C)O (2-isopropyl-3-(1-hydroxy-2-methylpropyl)pyrazolo[1,5-a]pyridine), [Cl-].[NH4+] (ammonium chloride), [H-].[Na+] (sodium hydride), ice water, CI (methyl iodide). Solvent: O1CCCC1 (tetrahydrofuran), O1CCCC1 (tetrahydrofuran). Reaction conditions: time 5 minute. The product is C(C)(C)C1=NN2C(C=CC=C2)=C1C(C(C)C)OC (2-Isopropyl-3-(1-methoxy-2-methylpropyl)pyrazolo[1,5-a]pyridine). Isolated yield 88.0%. As a reaction SMILES: [H-].[Na+].[CH:3]([C:6]1[C:14]([CH:15]([OH:19])[CH:16]([CH3:18])[CH3:17])=[C:9]2[CH:10]=[CH:11][CH:12]=[CH:13][N:8]2[N:7]=1)([CH3:5])[CH3:4].[CH3:20]I.[Cl-].[NH4+]>O1CCCC1>[CH:3]([C:6]1[C:14]([CH:15]([O:19][CH3:20])[CH:16]([CH3:18])[CH3:17])=[C:9]2[CH:10]=[CH:11][CH:12]=[CH:13][N:8]2[N:7]=1)([CH3:5])[CH3:4] |f:0.1,4.5|. Reported procedure: To a suspension of 1.24 g of sodium hydride (55% oil suspension) in 20 ml of tetrahydrofuran was slowly added a solution of 3 g of 2-isopropyl-3-(1-hydroxy-2-methylpropyl)pyrazolo[1,5-a]pyridine in 5 ml of dry tetrahydrofuran under stirring and cooling. After the addition was completed, the stirring was continued for 5 minutes at room temperature, then reflux temperature for 15 minutes. The mixture was cooled with ice-water, to which 5.5 g of methyl iodide were added, and stirred for an hour at ... Yields the product NC1=CC=CC=2C(C3=C(C=CC=C3C(C12)=O)N)=O (1,5-diaminoanthraquinone). Isolated yield 96.8%. Reaction conditions: time 30 minute. Run in O (water). Procedure details: 45 g of 1,5-dinitroanthraquinone (97 %) are heated to 200° C in 100 ml of water in a 0.7 liter steel autoclave. 300 ml of a cold, 25% strength aqueous ammonia solution, which contains 10% of NH4Cl, are pumped into this mixture over a period of 30 minutes. Thereafter, the temperature is kept constant for another 5 1/2 hours, the pressure thereby rising to 60 bar. The product is left to cool without outside help, the pressure released and the product filtered off with suction. The entire filtrate,... Starting materials: [N+](=O)([O-])C1=CC=CC=2C(C3=C(C=CC=C3C(C12)=O)[N+](=O)[O-])=O (1,5-dinitroanthraquinone), steel, [NH4+].[Cl-] (NH4Cl), N (ammonia). RXN SMILES: [N+:1]([C:4]1[C:17]2[C:16](=[O:18])[C:15]3[C:10](=[C:11]([N+:19]([O-])=O)[CH:12]=[CH:13][CH:14]=3)[C:9](=[O:22])[C:8]=2[CH:7]=[CH:6][CH:5]=1)([O-])=O.N.[NH4+].[Cl-]>O>[NH2:1][C:4]1[C:17]2[C:16](=[O:18])[C:15]3[C:10](=[C:11]([NH2:19])[CH:12]=[CH:13][CH:14]=3)[C:9](=[O:22])[C:8]=2[CH:7]=[CH:6][CH:5]=1 |f:2.3|.